Dataset: the Open Reaction Database (ORD), a public repository of structured organic reaction records. Task: describe an organic reaction: reactants, conditions, products, and yield The reactants are C=C(C)c1cccc(SC)n1, CCCCCC, O=C1CCC(=O)N1Cl, c1ccccc1. Yields the product C=C(CCl)c1cccc(SC)n1. As a reaction SMILES: [C:1](=[CH2:2])([CH3:3])[c:4]1[n:5][c:6]([S:10][CH3:11])[cH:7][cH:8][cH:9]1.[CH3:26][CH2:27][CH2:28][CH2:29][CH2:30][CH3:31].[Cl:12][N:13]1[C:14](=[O:15])[CH2:16][CH2:17][C:18]1=[O:19].[cH:20]1[cH:21][cH:22][cH:23][cH:24][cH:25]1>>[C:1]([CH2:2][Cl:12])(=[CH2:3])[c:4]1[n:5][c:6]([S:10][CH3:11])[cH:7][cH:8][cH:9]1. Reactants: C(C)OC(=O)C(CCC1=CC=CC=C1)NC1CCCC2N(C1=O)C(CS2=O)C(=O)O (6[[1-(ethoxycarbonyl)-3-phenylpropyl]amino]octahydro-1-oxo-5-oxothiazolo[3,2-a]azepine-3-carboxylic acid). The solvent is CO.O (methanol water), [OH-].[Na+] (NaOH). Run at time 8 hour. The product is C(=O)(O)C(CCC1=CC=CC=C1)NC1CCCC2N(C1=O)C(CS2=O)C(=O)O (6-[[1-Carboxy-3-phenylpropyl]amino]octahydro-1-oxo-5-oxothiazolo[3,2-a]azepine-3-carboxylic acid). Reaction SMILES: C([O:3][C:4]([CH:6]([NH:15][CH:16]1[C:22](=[O:23])[N:21]2[CH:24]([C:28]([OH:30])=[O:29])[CH2:25][S:26](=[O:27])[CH:20]2[CH2:19][CH2:18][CH2:17]1)[CH2:7][CH2:8][C:9]1[CH:14]=[CH:13][CH:12]=[CH:11][CH:10]=1)=[O:5])C>CO.O.[OH-].[Na+]>[C:4]([CH:6]([NH:15][CH:16]1[C:22](=[O:23])[N:21]2[CH:24]([C:28]([OH:30])=[O:29])[CH2:25][S:26](=[O:27])[CH:20]2[CH2:19][CH2:18][CH2:17]1)[CH2:7][CH2:8][C:9]1[CH:14]=[CH:13][CH:12]=[CH:11][CH:10]=1)([OH:5])=[O:3] |f:1.2,3.4|. Reported procedure: To a solution of [3R-[3α,6α(S*R*),9aα]]-6[[1-(ethoxycarbonyl)-3-phenylpropyl]amino]octahydro-1-oxo-5-oxothiazolo[3,2-a]azepine-3-carboxylic acid (0.5 mmole) in 4 ml of a methanol-water mixture (1:1), 1.5 ml of 1N NaOH can be added. The reaction mixture can be stirred overnight at room temperature and then absorbed onto a strong acid ion-exchange resin such as Dowex 50 X-2, 50-100 mesh. The column can then be first eluted with water and then with 4% pyridine-water. The appropriate fraction can be... Starting materials: CCO, Fc1cccc(CSc2nc(Cl)cc(Cl)n2)c1F, [H-], [Na+], O. Product: CCOc1cc(Cl)nc(SCc2cccc(F)c2F)n1. Reaction SMILES: [CH3:21][CH2:22][OH:23].[Cl:1][c:2]1[n:3][c:4]([S:9][CH2:10][c:11]2[c:12]([F:18])[c:13]([F:17])[cH:14][cH:15][cH:16]2)[n:5][c:6]([Cl:8])[cH:7]1.[H-:19].[Na+:20].[OH2:24]>>[c:2]1([O:23][CH2:22][CH3:21])[n:3][c:4]([S:9][CH2:10][c:11]2[c:12]([F:18])[c:13]([F:17])[cH:14][cH:15][cH:16]2)[n:5][c:6]([Cl:8])[cH:7]1.